From a dataset of the Open Reaction Database (ORD), a public repository of structured organic reaction records. describe an organic reaction: reactants, conditions, products, and yield Reactants: Clc1ncnc2nc[nH]c12, CCOC(=O)N=NC(=O)OCC, C1CCOC1, CC(C)OP(=O)(C=CCCO)OC(C)C, c1ccc(P(c2ccccc2)c2ccccc2)cc1. Product: CC(C)OP(=O)(C=CCCn1cnc2c(Cl)ncnc21)OC(C)C. Reaction SMILES: [Cl:1][c:2]1[c:3]2[nH:4][cH:5][n:6][c:7]2[n:8][cH:9][n:10]1.[O:45]=[C:46]([O:47][CH2:48][CH3:49])[N:50]=[N:51][C:52]([O:53][CH2:54][CH3:55])=[O:56].[O:57]1[CH2:58][CH2:59][CH2:60][CH2:61]1.[OH:11][CH2:12][CH2:13][CH:14]=[CH:15][P:16]([O:17][CH:18]([CH3:19])[CH3:20])([O:21][CH:22]([CH3:23])[CH3:24])=[O:25].[c:26]1([P:27]([c:28]2[cH:29][cH:30][cH:31][cH:32][cH:33]2)[c:34]2[cH:35][cH:36][cH:37][cH:38][cH:39]2)[cH:40][cH:41][cH:42][cH:43][cH:44]1>>[Cl:1][c:2]1[c:3]2[n:4][cH:5][n:6]([CH2:12][CH2:13][CH:14]=[CH:15][P:16]([O:17][CH:18]([CH3:19])[CH3:20])([O:21][CH:22]([CH3:23])[CH3:24])=[O:25])[c:7]2[n:8][cH:9][n:10]1. Starting materials: CO, CC1(C)OC(=O)C(CCn2c(Cl)ccc2C(=O)c2ccc(Cl)cc2)C(=O)O1, Cl, [Na]. The product is COC(=O)C(CCn1c(Cl)ccc1C(=O)c1ccc(Cl)cc1)C(=O)OC. As a reaction SMILES: [CH3:29][OH:30].[Cl:2][c:3]1[cH:4][cH:5][c:6]([C:7](=[O:8])[c:9]2[cH:10][cH:11][c:12]([Cl:26])[n:13]2[CH2:14][CH2:15][CH:16]2[C:17](=[O:25])[O:18][C:19]([CH3:23])([CH3:24])[O:20][C:21]2=[O:22])[cH:27][cH:28]1.[ClH:31].[Na:1]>>[Cl:2][c:3]1[cH:4][cH:5][c:6]([C:7](=[O:8])[c:9]2[cH:10][cH:11][c:12]([Cl:26])[n:13]2[CH2:14][CH2:15][CH:16]([C:17]([O:18][CH3:29])=[O:25])[C:21]([O:20][CH3:19])=[O:22])[cH:27][cH:28]1. The reactants are CO, CCCC(CO)Nc1nc(N)nc(C)c1Cc1ccc(CC(=O)O)cc1OC, [Na+], O=C([O-])O, O=S(=O)(O)O. The product is CCCC(CO)Nc1nc(N)nc(C)c1Cc1ccc(CC(=O)OC)cc1OC. Reaction SMILES: [CH3:39][OH:40].[NH2:6][c:7]1[n:8][c:9]([CH3:33])[c:10]([CH2:20][c:21]2[c:22]([O:31][CH3:32])[cH:23][c:24]([CH2:27][C:28](=[O:29])[OH:30])[cH:25][cH:26]2)[c:11]([NH:13][CH:14]([CH2:15][OH:16])[CH2:17][CH2:18][CH3:19])[n:12]1.[Na+:38].[O-:34][C:35]([OH:36])=[O:37].[S:1](=[O:2])(=[O:3])([OH:4])[OH:5]>>[NH2:6][c:7]1[n:8][c:9]([CH3:33])[c:10]([CH2:20][c:21]2[c:22]([O:31][CH3:32])[cH:23][c:24]([CH2:27][C:28](=[O:29])[O:30][CH3:35])[cH:25][cH:26]2)[c:11]([NH:13][CH:14]([CH2:15][OH:16])[CH2:17][CH2:18][CH3:19])[n:12]1. The reactants are C(C)(=O)OCC=CC1=CC(=C(C=C1)Cl)Cl (3-(3,4-dichloro-phenyl)-2-propene-1-ol acetate), Cl[Si](CC)(CC)CC (chlorotriethylsilane), C1CCOC1 (THF), C1(=CC=CC=C1)C (toluene), C[Si](C)(C)[N-][Si](C)(C)C.[K+] (potassium bis(trimethylsilyl)amide). Conditions: temperature 23 celsius, time 3 hour. Product: ClC=1C=C(C=CC1Cl)C(CC(=O)O)C=C (3-(3,4-di-chlorophenyl)-4-pentenoic acid). Reaction SMILES: C([O:4][CH2:5][CH:6]=[CH:7][C:8]1[CH:13]=[CH:12][C:11]([Cl:14])=[C:10]([Cl:15])[CH:9]=1)(=O)C.Cl[Si]([CH2:22][CH3:23])(CC)CC.C1(C)C=CC=CC=1.C[Si]([N-][Si](C)(C)C)(C)C.[K+].C1C[O:44]CC1>>[Cl:15][C:10]1[CH:9]=[C:8]([CH:7]([CH:22]=[CH2:23])[CH2:6][C:5]([OH:4])=[O:44])[CH:13]=[CH:12][C:11]=1[Cl:14] |f:3.4|. Reported procedure: Treat a solution of the product of Step 3 (15 g, 61 mmol, dried by azeotropic distillation with toluene, 1×50 mL) in dry THF (250 mL) at -78° C. with chlorotriethylsilane (20.2 mL, 120 mmol), rapidly followed by the addition of 0.5M toluene solution of potassium bis(trimethylsilyl)amide (183 mL, 91.5 mmol) via addition funnel over 50 min. Allow the mixture to warm to 23° C., then heat to reflux for 3 h. Allow the solution to gradually cool overnight, then quench with saturated NH4Cl (150 mL). St... Reactants: CCO, Cl, Nc1c([N+](=O)[O-])sc2ccccc12. RXN SMILES: [CH3:15][CH2:16][OH:17].[ClH:1].[NH2:2][c:3]1[c:4]2[c:5]([s:6][c:7]1[N+:8]([O-:9])=[O:10])[cH:11][cH:12][cH:13][cH:14]2>>[ClH:1].[NH2:2][c:3]1[c:4]2[c:5]([s:6][c:7]1[NH2:8])[cH:11][cH:12][cH:13][cH:14]2. The product is Cl, Nc1sc2ccccc2c1N. RXN SMILES: [CH2:1]([C:3]1[N:16]([CH2:17][C:18]2[CH:23]=[CH:22][C:21]([C:24]3[CH:29]=[CH:28][CH:27]=[CH:26][C:25]=3[C:30]3[N:34](C(C4C=CC=CC=4)(C4C=CC=CC=4)C4C=CC=CC=4)[N:33]=[N:32][N:31]=3)=[CH:20][CH:19]=2)[C:6]2C(C(OCC)=O)[NH:8][CH2:9][CH2:10][C:5]=2[N:4]=1)[CH3:2].[C:54]([O:57][C:58](=[O:60])[CH3:59])(=O)[CH3:55].[C:61](=[O:64])([O-])O.[Na+].[CH:66](Cl)(Cl)Cl>O>[CH2:1]([C:3]1[N:16]([CH2:17][C:18]2[CH:23]=[CH:22][C:21]([C:24]3[CH:29]=[CH:28][CH:27]=[CH:26][C:25]=3[C:30]3[NH:34][N:33]=[N:32][N:31]=3)=[CH:20][CH:19]=2)[C:6]2[CH:59]([C:58]([O:57][CH2:54][CH3:55])=[O:60])[N:8]([C:61](=[O:64])[CH3:66])[CH2:9][CH2:10][C:5]=2[N:4]=1)[CH3:2] |f:2.3|. Run in O (water). Starting materials: C(C)C1=NC2=C(C(NCC2)C(=O)OCC)N1CC1=CC=C(C=C1)C1=C(C=CC=C1)C1=NN=NN1C(C1=CC=CC=C1)(C1=CC=CC=C1)C1=CC=CC=C1 (ethyl 2-ethyl-3-[2'-(1-trityl-1H-tetrazol-5-yl)biphenyl-4-yl]methyl-4,5,6,7-tetrahydroimidazo[4,5-c]pyridine-4-carboxylate), C(C)(=O)OC(C)=O (acetic anhydride), C(O)([O-])=O.[Na+] (sodium hydrogen carbonate), C(Cl)(Cl)Cl (chloroform). Reported procedure: A mixture of ethyl 2-ethyl-3-[2'-(1-trityl-1H-tetrazol-5-yl)biphenyl-4-yl]methyl-4,5,6,7-tetrahydroimidazo[4,5-c]pyridine-4-carboxylate (1.51 g), acetic anhydride (0.44 g), sodium hydrogen carbonate (1.09 g), chloroform (18 ml)and water (18 ml) is stirred overnight at room temperature. The aqueous layer is extracted with chloroform, and the combined organic layer is washed with aqueous citric acid solution and brine, dried, and evaporated. To the residue (1.46 g) is added fumaric acid (1.2 g) an... Yields the product C(C)C1=NC2=C(C(N(CC2)C(C)=O)C(=O)OCC)N1CC1=CC=C(C=C1)C1=C(C=CC=C1)C1=NN=NN1 (ethyl 2-ethyl-5-acetyl-3-[2'-(1H-tetrazol-5-yl)biphenyl4-yl]methyl-4,5,6,7-tetrahydroimidazo[4,5-c]pyridine-4-carboxylate). Reaction conditions: time 8 hour. Reactants: C=1(O)C(O)=CC=CC1 (catechol), C1(=CC=C(C=C1)S(=O)(=O)O)C (para-toluenesulfonic acid). Run in C1(=CC=CC=C1)C (toluene), CC(=O)C (acetone). Yields the product CC1(OC2=C(O1)C=CC=C2)C (2,2-dimethylbenzo[d]1,3-dioxolane). The yield is 37840.3%. Reaction SMILES: [C:1]1([C:3](=[CH:5][CH:6]=[CH:7][CH:8]=1)[OH:4])[OH:2].[C:9]1(C)[CH:14]=CC(S(O)(=O)=O)=C[CH:10]=1>C1(C)C=CC=CC=1.CC(C)=O>[CH3:10][C:9]1([CH3:14])[O:4][C:3]2[CH:5]=[CH:6][CH:7]=[CH:8][C:1]=2[O:2]1. Procedure: Under a nitrogen atmosphere, a solution of 10.0 grams (0.091 mole) of catechol in 100 mL of toluene and 100 mL of acetone was stirred and 0.01 gram (catalyst) of para-toluenesulfonic acid was added in one portion. Upon completion of additon the reaction mixture was warmed to reflux where it was maintained during a 48 hour period. After this time the reaction mixture was cooled to ambient temperature, then it was concentrated under reduced pressure to a residue. The residue was purified with colu... Reactants: NCCN(CCN)CCN (tris (2-aminoethyl)amine), C(=O)C=O (glyoxal), N12CCNCCNCCN(CCNCCNCC1)CCNCCNCC2 (1,4,7,10,13,16,21,24-octaazabicyclo[8.8.8]hexacosane), N12CCN=CC=NCCN(CCN=CC=NCC1)CCN=CC=NCC2 (1,4,7,10,13,16,21,24-octaazabicyclo [8.8.8]hexacosa-4,6,13,15,21,23-hexaene), tertiary amine, C(=O)C=O (glyoxal). Run in O (water), O (water). The product is alkali metal, N (ammonia), N12CCNCCNCCN(CCNCCNCC1)CCNCCNCC2 (1,4,7,10,13,16,21,24-octaazabicyclo[8.8.8]hexacosane), N12CCN=CC=NCCN(CCN=CC=NCC1)CCN=CC=NCC2 (1,4,7,10,13,16,21,24-octaazabicyclo [8.8.8]hexacosa-4,6,13,15,21,23-hexaene). RXN SMILES: [N:1]12[CH2:26][CH2:25][NH:24][CH2:23][CH2:22][NH:21][CH2:20][CH2:19][N:10]([CH2:11][CH2:12][NH:13][CH2:14][CH2:15][NH:16][CH2:17][CH2:18]1)[CH2:9][CH2:8][NH:7][CH2:6][CH2:5][NH:4][CH2:3][CH2:2]2.NCCN(CCN)CCN.C(C=O)=O.[N:41]12[CH2:66][CH2:65][N:64]=[CH:63][CH:62]=[N:61][CH2:60][CH2:59][N:50]([CH2:51][CH2:52][N:53]=[CH:54][CH:55]=[N:56][CH2:57][CH2:58]1)[CH2:49][CH2:48][N:47]=[CH:46][CH:45]=[N:44][CH2:43][CH2:42]2>O>[NH3:1].[N:41]12[CH2:42][CH2:43][NH:44][CH2:45][CH2:46][NH:47][CH2:48][CH2:49][N:50]([CH2:59][CH2:60][NH:61][CH2:62][CH2:63][NH:64][CH2:65][CH2:66]1)[CH2:51][CH2:52][NH:53][CH2:54][CH2:55][NH:56][CH2:57][CH2:58]2.[N:1]12[CH2:18][CH2:17][N:16]=[CH:15][CH:14]=[N:13][CH2:12][CH2:11][N:10]([CH2:9][CH2:8][N:7]=[CH:6][CH:5]=[N:4][CH2:3][CH2:2]1)[CH2:19][CH2:20][N:21]=[CH:22][CH:23]=[N:24][CH2:25][CH2:26]2. Procedure details: The present invention also relates to a process for the preparation of 1,4,7,10,13,16,21,24-octaazabicyclo[8.8.8]hexacosane (1) which comprises: reacting in a non-reactive gas atmosphere a mixture of tris (2-aminoethyl)amine (tren) with glyoxal in the presence of water, a water miscible solvent and a tertiary amine with cooling to a temperature of about −30° C. or less, wherein the glyoxal is added slowly to the mixture, to prepare 1,4,7,10,13,16,21,24-octaazabicyclo[8.8.8]hexacosa, 4,6,13,15,21... Starting materials: CCOP(=O)(Cc1ccc(Nc2ncc(C(F)(F)F)c(Nc3ccccc3C(=O)NC)n2)c(OC)c1)OCC, Cl. Product: CCOP(=O)(O)Cc1ccc(Nc2ncc(C(F)(F)F)c(Nc3ccccc3C(=O)NC)n2)c(OC)c1. RXN SMILES: [CH2:1]([CH3:2])[O:3][P:4]([O:5][CH2:6][CH3:7])(=[O:8])[CH2:9][c:10]1[cH:11][c:12]([O:38][CH3:39])[c:13]([NH:16][c:17]2[n:18][cH:19][c:20]([C:34]([F:35])([F:36])[F:37])[c:21]([NH:23][c:24]3[c:25]([C:30]([NH:31][CH3:32])=[O:33])[cH:26][cH:27][cH:28][cH:29]3)[n:22]2)[cH:14][cH:15]1.[ClH:40]>>[CH2:1]([CH3:2])[O:3][P:4](=[O:5])([OH:8])[CH2:9][c:10]1[cH:11][c:12]([O:38][CH3:39])[c:13]([NH:16][c:17]2[n:18][cH:19][c:20]([C:34]([F:35])([F:36])[F:37])[c:21]([NH:23][c:24]3[c:25]([C:30]([NH:31][CH3:32])=[O:33])[cH:26][cH:27][cH:28][cH:29]3)[n:22]2)[cH:14][cH:15]1.